This data is from the Open Reaction Database (ORD), a public repository of structured organic reaction records. The task is: describe an organic reaction: reactants, conditions, products, and yield Reactants: BrC1=CC=C(C=C1)Br (p-dibromobenzene), C(C)[Si](OCC)(OCC)C (ethylmethyldiethoxysilane), [Mg] (magnesium). Solvent: O1CCCC1 (tetrahydrofuran), O1CCCC1 (tetrahydrofuran). Reaction conditions: time 3 hour. The product is C(C)[Si](C1=CC=C(C=C1)[Si](OCC)(C)CC)(OCC)C (p-bis(ethylmethylethoxysilyl)benzene). The yield is 67.7%. Reaction SMILES: [CH2:1]([Si:3]([CH3:10])([O:7][CH2:8][CH3:9])OCC)[CH3:2].[Mg].Br[C:13]1[CH:18]=[CH:17][C:16](Br)=[CH:15][CH:14]=1>O1CCCC1>[CH2:1]([Si:3]([CH3:10])([O:7][CH2:8][CH3:9])[C:13]1[CH:18]=[CH:17][C:16]([Si:3]([CH2:1][CH3:2])([CH3:10])[O:7][CH2:8][CH3:9])=[CH:15][CH:14]=1)[CH3:2]. Procedure: 16.2 g of ethylmethyldiethoxysilane, 2.43 g of magnesium and 10 ml of tetrahydrofuran were charged into a 500-ml, three-necked flask provided with a stirrer, a cooler and a dropping funnel and stirred under a nitrogen gas stream, while 100 ml of a tetrahydrofuran solution containing 11,8 g of p-dibromobenzene was dropwise added thereto from the dropping funnel over about 3 hours. After the dropwise addition, the mixture was further stirred and refluxed for about 5 hours. After the refluxing, the... Reactants: CC(C)NC(=O)C1CN(c2cc(Nc3ncc(C#N)s3)ncn2)CCN1C(=O)OCc1ccccc1, COc1ccccc1, F. Yields the product CC(C)NC(=O)C1CN(c2cc(Nc3ncc(C#N)s3)ncn2)CCN1. Reaction SMILES: [C:1](#[N:2])[c:3]1[cH:4][n:5][c:6]([NH:8][c:9]2[cH:10][c:11]([N:15]3[CH2:16][CH:17]([C:31](=[O:32])[NH:33][CH:34]([CH3:35])[CH3:36])[N:18]([C:21]([O:22][CH2:23][c:24]4[cH:25][cH:26][cH:27][cH:28][cH:29]4)=[O:30])[CH2:19][CH2:20]3)[n:12][cH:13][n:14]2)[s:7]1.[CH3:37][O:38][c:39]1[cH:40][cH:41][cH:42][cH:43][cH:44]1.[FH:45]>>[C:1](#[N:2])[c:3]1[cH:4][n:5][c:6]([NH:8][c:9]2[cH:10][c:11]([N:15]3[CH2:16][CH:17]([C:31](=[O:32])[NH:33][CH:34]([CH3:35])[CH3:36])[NH:18][CH2:19][CH2:20]3)[n:12][cH:13][n:14]2)[s:7]1. Starting materials: NC1=NC(=NC=C1C(=O)C1=C(C=CC(=C1)F)OC)NC1CCN(CC1)S(=O)(=O)CCCCl ([4-Amino-2-[1-(3-chloro-propane-1-sulfonyl)-piperidin-4-ylamino]-pyrimidin-5-yl]-(5-fluoro-2-methoxy-phenyl)-methanone), OCCN1CCNCC1 (1-(2-hydroxyethyl)piperazine). The product is NC1=NC(=NC=C1C(=O)C1=C(C=CC(=C1)F)OC)NC1CCN(CC1)S(=O)(=O)CCCN1CCN(CC1)CCO ([4-Amino-2-(1-[3-[4-(2-hydroxy-ethyl)-piperazin-1-yl]-propane-1-sulfonyl]-piperidin-4-ylamino)-pyrimidin-5-yl]-(5-fluoro-2-methoxy-phenyl)-methanone). As a reaction SMILES: [NH2:1][C:2]1[C:7]([C:8]([C:10]2[CH:15]=[C:14]([F:16])[CH:13]=[CH:12][C:11]=2[O:17][CH3:18])=[O:9])=[CH:6][N:5]=[C:4]([NH:19][CH:20]2[CH2:25][CH2:24][N:23]([S:26]([CH2:29][CH2:30][CH2:31]Cl)(=[O:28])=[O:27])[CH2:22][CH2:21]2)[N:3]=1.[OH:33][CH2:34][CH2:35][N:36]1[CH2:41][CH2:40][NH:39][CH2:38][CH2:37]1>>[NH2:1][C:2]1[C:7]([C:8]([C:10]2[CH:15]=[C:14]([F:16])[CH:13]=[CH:12][C:11]=2[O:17][CH3:18])=[O:9])=[CH:6][N:5]=[C:4]([NH:19][CH:20]2[CH2:25][CH2:24][N:23]([S:26]([CH2:29][CH2:30][CH2:31][N:39]3[CH2:40][CH2:41][N:36]([CH2:35][CH2:34][OH:33])[CH2:37][CH2:38]3)(=[O:28])=[O:27])[CH2:22][CH2:21]2)[N:3]=1. Procedure details: The compound was prepared from [4-amino-2-[1-(3-chloro-propane-1-sulfonyl)-piperidin-4-ylamino]-pyrimidin-5-yl]-(5-fluoro-2-methoxy-phenyl)-methanone (Example 242) and 1-(2-hydroxyethyl)piperazine (Aldrich) in an analogous manner as described in Example 227. HR-MS (ES, m/z) calculated for C26H39N7O5SF [(M+H)+] 580.2712, observed 580.2716.